Dataset: the Open Reaction Database (ORD), a public repository of structured organic reaction records. Task: describe an organic reaction: reactants, conditions, products, and yield Reactants: N1C(=O)C(=O)C2=CC=CC=C12 (isatine), ClC1=CC=C(C(=O)NN)C=C1 (4-chlorobenzhydrazide). As a reaction SMILES: [NH:1]1[C:11]2[C:6](=[CH:7][CH:8]=[CH:9][CH:10]=2)[C:4](=O)[C:2]1=[O:3].[Cl:12][C:13]1[CH:22]=[CH:21][C:16]([C:17]([NH:19][NH2:20])=[O:18])=[CH:15][CH:14]=1>>[Cl:12][C:13]1[CH:22]=[CH:21][C:16]([C:17]([NH:19]/[N:20]=[C:4]2\[C:2](=[O:3])[N:1]([CH2:2][CH2:4][CH2:6][CH2:7][CH2:8][CH3:9])[C:11]3[C:6]\2=[CH:7][CH:8]=[CH:9][CH:10]=3)=[O:18])=[CH:15][CH:14]=1. Procedure details: The title compound was prepared as a yellow solid, using isatin 3 and 4-chlorobenzhydrazide according to the synthetic method E. The resulting solid was washed with ethanol. Yield: 80%. 1H NMR (DMSO-d6): δ 0.85 (t, J=6.9 Hz, 3H), 1.25-1.38 (m, 6H), 1.64 (m, 2H), 3.76 (t, J=7.2 Hz, 2H), 7.18 (t, J=7.8 Hz, 1H), 7.23 (d, J=7.8 Hz, 1H), 7.48 (t, J=7.8 Hz, 1H), 7.64-7.72 (m, 3H), 7.91-7.94 (m, 2H), 13.85 (br s, 1H). 13C NMR (DMSO-d6): δ 14.32 (CH3), 22.41 (CH2), 26.37 (CH2), 27.38 (CH2), 31.31 (CH2),... Yields the product ClC1=CC=C(C(=O)N\N=C\2/C(N(C3=CC=CC=C23)CCCCCC)=O)C=C1 (4-chloro-N′-[(3Z)-1-hexyl-2-oxo-1,2-dihydro-3H-indol-3-ylidene]benzohydrazide). Isolated yield 80.0%. The reactants are O=C(Cl)c1ccc(Br)cc1, Nc1nc(Cl)c(Cl)nc1C=NNC(=O)c1ccc(Br)cc1, NN. Yields the product NNC(=O)c1ccc(Br)cc1. RXN SMILES: [Br:22][c:23]1[cH:24][cH:25][c:26]([C:27]([Cl:28])=[O:29])[cH:30][cH:31]1.[NH2:1][c:2]1[c:3]([CH:4]=[N:11][NH:12][C:13]([c:14]2[cH:15][cH:16][c:17]([Br:20])[cH:18][cH:19]2)=[O:21])[n:5][c:6]([Cl:7])[c:8]([Cl:9])[n:10]1.[NH2:32][NH2:33]>>[NH2:11][NH:12][C:13]([c:14]1[cH:15][cH:16][c:17]([Br:20])[cH:18][cH:19]1)=[O:21]. The reactants are ClC1=NC(=NC(=C1OC1=CC(=CC=C1)OC)Cl)N1CCOCC1 (4-[4,6-dichloro-5-(3-methoxy-phenoxy)-pyrimidin-2-yl]-morpholine), [K].C1(=CC=CC=C1)CCS(=O)(=O)N (2-phenyl-ethanesulfonic acid amide potassium salt). Run in CS(=O)C (DMSO), O (water). The product is ClC1=C(C(=NC(=N1)N1CCOCC1)NS(=O)(=O)CCC1=CC=CC=C1)OC1=CC(=CC=C1)OC (2-phenyl-ethanesulfonic acid [6-chloro-5-(3-methoxy-phenoxy)-2-morpholin-4-yl-pyrimidin-4-yl]-amide). Yield: 90.3%. Reaction SMILES: Cl[C:2]1[C:7]([O:8][C:9]2[CH:14]=[CH:13][CH:12]=[C:11]([O:15][CH3:16])[CH:10]=2)=[C:6]([Cl:17])[N:5]=[C:4]([N:18]2[CH2:23][CH2:22][O:21][CH2:20][CH2:19]2)[N:3]=1.[K].[C:25]1([CH2:31][CH2:32][S:33]([NH2:36])(=[O:35])=[O:34])[CH:30]=[CH:29][CH:28]=[CH:27][CH:26]=1>CS(C)=O.O>[Cl:17][C:6]1[N:5]=[C:4]([N:18]2[CH2:23][CH2:22][O:21][CH2:20][CH2:19]2)[N:3]=[C:2]([NH:36][S:33]([CH2:32][CH2:31][C:25]2[CH:30]=[CH:29][CH:28]=[CH:27][CH:26]=2)(=[O:34])=[O:35])[C:7]=1[O:8][C:9]1[CH:14]=[CH:13][CH:12]=[C:11]([O:15][CH3:16])[CH:10]=1 |f:1.2,^1:23|. Procedure: A solution of 4-[4,6-dichloro-5-(3-methoxy-phenoxy)-pyrimidin-2-yl]-morpholine (1.0 g) and 2-phenyl-ethanesulfonic acid amide potassium salt (1.57 g, Referential Example 1e) in DMSO (15 ml) was stirred at 60° C. for 24 h. The solution was diluted with water (75 ml) and extracted twice with diethyl ether (75 ml) before it was acidified with 10% aq. citric acid. The mixture was extracted twice with EA (150 ml). The organic phase was washed with water (50 ml). The product precipitated upon evaporat...